describe an organic reaction: reactants, conditions, products, and yield From a dataset of the Open Reaction Database (ORD), a public repository of structured organic reaction records. As a reaction SMILES: [Cl:23][Si:24]([CH:25]([CH3:26])[CH3:28])([CH:29]([CH3:30])[CH3:31])[O:32][Si:33]([CH:27]([CH3:38])[CH3:39])([Cl:34])[CH:35]([CH3:36])[CH3:37].[NH2:1][c:2]1[n:3][c:4]([Cl:22])[c:5]2[c:6]([n:7]1)[n:8]([CH:13]1[CH:14]([OH:15])[CH:16]([OH:17])[CH:18]([CH2:20][OH:21])[O:19]1)[cH:9][c:10]2[CH2:11][CH3:12].[cH:40]1[cH:41][cH:42][n:43][cH:44][cH:45]1>>[NH2:1][c:2]1[n:3][c:4]([Cl:22])[c:5]2[c:6]([n:7]1)[n:8]([CH:13]1[CH:14]([O:15][CH3:27])[CH:16]([OH:17])[CH:18]([CH2:20][OH:21])[O:19]1)[cH:9][c:10]2[CH2:11][CH3:12]. Product: CCc1cn(C2OC(CO)C(O)C2OC)c2nc(N)nc(Cl)c12. Starting materials: CC(C)[Si](Cl)(O[Si](Cl)(C(C)C)C(C)C)C(C)C, CCc1cn(C2OC(CO)C(O)C2O)c2nc(N)nc(Cl)c12, c1ccncc1. Starting materials: product, NC(=N)N (guanidine), CO (methanol), NC1=NC2=[N+](C=C(N=C2C(=N1)N)COCCCC)[O-] (2,4-Diamino-6-n-butoxymethylpteridine-8-oxide). The product is NC1=NC=2NCC(NC2C(N1)=O)COCCCC ((+-)-2-Amino-5,6,7,8-tetrahydro-6-n-butoxymethyl-4(3H)-pteridinone). As a reaction SMILES: [NH2:1][C:2]1[N:11]=[C:10](N)[C:9]2[C:4](=[N+:5]([O-])[CH:6]=[C:7]([CH2:13][O:14][CH2:15][CH2:16][CH2:17][CH3:18])[N:8]=2)[N:3]=1.NC(N)=N.C[OH:25]>>[NH2:1][C:2]1[NH:11][C:10](=[O:25])[C:9]2[NH:8][CH:7]([CH2:13][O:14][CH2:15][CH2:16][CH2:17][CH3:18])[CH2:6][NH:5][C:4]=2[N:3]=1. Procedure details: 2,4-Diamino-6-n-butoxymethylpteridine-8-oxide. The product of Example 4A was reacted with guanidine in methanol according to the procedure described in Example 2 to give the title compound; mp >250°. UV: (0.1N HCl) λmax 252.5 (30,900), 282 (10,700), 343.5 (sh) (6,200), 356.5 (8,500), 369.5 (7,800) nm. NMR: δ (d6 -DMSO) 0.88 (t, 3H); 1.0-1.8 (m, 4H); 3.51 (t, 2H); 4.49 (s, 2H); 7.01 (br s, 2H); 7.75 (br s, 2H); 8.37 (s, 1H). IR: (KBr) 3700-2800, 1632, 1546, 1461, 1356, 1331, 1163, 1053, 978 cm-1....